From a dataset of the Open Reaction Database (ORD), a public repository of structured organic reaction records. describe an organic reaction: reactants, conditions, products, and yield Reactants: C(#N)CC(=O)O (cyanoacetic acid), NCC1=CC=C(C=C1)C#N (α-Amino-p-tolunitrile), BrCC=1C(=CC=CC1)C#N (α-bromotolunitrile), ( 5 ), CN=C=O (methyl isocyanate). Product: NC1=CC(N(C(N1CC1=CC=C(C#N)C=C1)=O)C)=O (4-[(6-amino-1,2,3,4-tetrahydro-3-methyl-2,4-dioxo-1-pyrimidinyl)methyl]benzonitrile). RXN SMILES: [NH2:1][CH2:2][C:3]1[CH:8]=[CH:7][C:6]([C:9]#[N:10])=[CH:5][CH:4]=1.BrCC1C(C#N)=CC=CC=1.[CH3:21][N:22]=[C:23]=[O:24].[C:25]([CH2:27][C:28]([OH:30])=O)#[N:26]>>[NH2:26][C:25]1[N:10]([CH2:9][C:6]2[CH:7]=[CH:8][C:3]([C:2]#[N:1])=[CH:4][CH:5]=2)[C:23](=[O:24])[N:22]([CH3:21])[C:28](=[O:30])[CH:27]=1. Procedure details: α-Amino-p-tolunitrile (prepared from α-bromotolunitrile in a modification of the method described by J. H. Short and T. D. Darby, J. Med. Chem., 10 (5), 833, 1967) was treated first with methyl isocyanate followed by cyanoacetic acid according to the method of V. Papesch and E. F. Schroeder (J. Org. Chem., 1951, 16, 1879) to yield 4-[(6-amino-1,2,3,4-tetrahydro-3-methyl-2,4-dioxo-1-pyrimidinyl)methyl]benzonitrile, which was then nitrosated, reduced, and condensed with 4-formylcinnamic acid follo... The reactants are C(C)(C)(C)OC(=O)NC1(CC1)C(=O)OC (methyl 1-[(tert-butoxycarbonyl)amino]cyclopropanecarboxylate), [BH4-].[Li+] (lithium borohydride). Run in O1CCCC1 (tetrahydrofuran), O1CCCC1 (tetrahydrofuran). Run at time 8 hour. Product: OCC1(CC1)NC(OC(C)(C)C)=O (tert-Butyl [1-(hydroxymethyl)cyclopropyl]carbamate). Yield: 76.3%. RXN SMILES: [C:1]([O:5][C:6]([NH:8][C:9]1([C:12](OC)=[O:13])[CH2:11][CH2:10]1)=[O:7])([CH3:4])([CH3:3])[CH3:2].[BH4-].[Li+]>O1CCCC1>[OH:13][CH2:12][C:9]1([NH:8][C:6](=[O:7])[O:5][C:1]([CH3:3])([CH3:2])[CH3:4])[CH2:10][CH2:11]1 |f:1.2|. Procedure details: To a cooled solution of methyl 1-[(tert-butoxycarbonyl)amino]cyclopropanecarboxylate (1.2 g, 5.6 mmol) in tetrahydrofuran (10 mL) at 0° C. was added dropwise a solution of lithium borohydride (244 mg, 11.2 mmol) in tetrahydrofuran (10 mL) The reaction mixture was allowed to warm to room temperature and stirred at this temperature overnight. The reaction was quenched by addition of water (10 mL) and the resulting mixture was extracted with dichloromethane. The organic layer was dried over sodium ... Reactants: C(C)(=O)OCC (ethyl acetate), COC1=CC=C(C=C1)CCC(=O)OC (methyl 3-(4-methoxyphenyl)propionate), COC1=CC=C(C(=O)Cl)C=C1 (4-methoxybenzoyl chloride), ice. Run in [N+](=O)([O-])C1=CC=CC=C1 (nitrobenzene). Conditions: time 3 hour. Yields the product COC1=CC=C(C(=O)C=2C=C(C=CC2OC)C(C(=O)OC)C)C=C1 (methyl 3-(4-methoxybenzoyl)-4-methoxyphenylpropionate). RXN SMILES: [CH3:1][O:2][C:3]1[CH:8]=[CH:7][C:6]([CH2:9][CH2:10]C(OC)=O)=[CH:5][CH:4]=1.[CH3:15][O:16][C:17]1[CH:25]=[CH:24][C:20]([C:21](Cl)=[O:22])=[CH:19][CH:18]=1.[C:26]([O:29][CH2:30]C)(=[O:28])C>[N+](C1C=CC=CC=1)([O-])=O>[CH3:15][O:16][C:17]1[CH:25]=[CH:24][C:20]([C:21]([C:8]2[CH:7]=[C:6]([CH:9]([CH3:10])[C:26]([O:29][CH3:30])=[O:28])[CH:5]=[CH:4][C:3]=2[O:2][CH3:1])=[O:22])=[CH:19][CH:18]=1. Procedure details: The methyl 3-(4-methoxyphenyl)propionate (10.8 g, 55.6 mmol) prepared in Example 1 and 4-methoxybenzoyl chloride (11.4 g, 66.8 mmol) were dissolved in nitrobenzene (200 ml). To the ice-chilled solution, A1C13 (26.7 g, 200.3 mmol) was added in 6 portions with vigorous stirring over a period of 3 hours. After all portions of A1C13 were added, stirring was continued for an additional 1 hour. The reaction mixture was poured into a beaker containing a mixture of ice and 120 ml of 1N CHl and stirred v... Starting materials: CC1(C)C2CCC1(CS(=O)(=O)O)C(=O)C2, CC(C)O, CN(C)S(=O)(=O)c1ccccc1Nc1nc(Cl)ncc1Cl, COc1cc2c(cc1N)N(CC(=O)N(C)C)C(=O)CN(CC(=O)N(C)C)C2. Yields the product COc1cc2c(cc1Nc1ncc(Cl)c(Nc3ccccc3S(=O)(=O)N(C)C)n1)N(CC(=O)N(C)C)C(=O)CN(CC(=O)N(C)C)C2. RXN SMILES: [C:49]12([CH2:50][S:51]([OH:52])(=[O:53])=[O:54])[C:55]([CH3:56])([CH3:57])[CH:58]([CH2:59][CH2:60]1)[CH2:61][C:62]2=[O:63].[CH:64]([OH:65])([CH3:66])[CH3:67].[Cl:28][c:29]1[n:30][cH:31][c:32]([Cl:48])[c:33]([NH:35][c:36]2[c:37]([S:42](=[O:43])(=[O:44])[N:45]([CH3:46])[CH3:47])[cH:38][cH:39][cH:40][cH:41]2)[n:34]1.[NH2:1][c:2]1[c:3]([O:26][CH3:27])[cH:4][c:5]2[c:6]([cH:25]1)[N:7]([CH2:19][C:20]([N:21]([CH3:22])[CH3:23])=[O:24])[C:8](=[O:18])[CH2:9][N:10]([CH2:12][C:13](=[O:14])[N:15]([CH3:16])[CH3:17])[CH2:11]2>>[NH:1]([c:2]1[c:3]([O:26][CH3:27])[cH:4][c:5]2[c:6]([cH:25]1)[N:7]([CH2:19][C:20]([N:21]([CH3:22])[CH3:23])=[O:24])[C:8](=[O:18])[CH2:9][N:10]([CH2:12][C:13](=[O:14])[N:15]([CH3:16])[CH3:17])[CH2:11]2)[c:29]1[n:30][cH:31][c:32]([Cl:48])[c:33]([NH:35][c:36]2[c:37]([S:42](=[O:43])(=[O:44])[N:45]([CH3:46])[CH3:47])[cH:38][cH:39][cH:40][cH:41]2)[n:34]1.